Task: describe an organic reaction: reactants, conditions, products, and yield. Dataset: the Open Reaction Database (ORD), a public repository of structured organic reaction records Starting materials: CC(C)O, CCOC(=O)c1cc2c(nc1C)CCCCC2, N=C(N)N. Yields the product Cc1nc2c(cc1C(=O)NC(=N)N)CCCCC2. RXN SMILES: [CH3:22][CH:23]([OH:24])[CH3:25].[CH3:5][c:6]1[c:7]([C:17](=[O:18])[O:19][CH2:20][CH3:21])[cH:8][c:9]2[c:10]([n:11]1)[CH2:12][CH2:13][CH2:14][CH2:15][CH2:16]2.[NH2:1][C:2]([NH2:3])=[NH:4]>>[NH:1]=[C:2]([NH2:3])[NH:4][C:17]([c:7]1[c:6]([CH3:5])[n:11][c:10]2[c:9]([cH:8]1)[CH2:16][CH2:15][CH2:14][CH2:13][CH2:12]2)=[O:18].